From a dataset of the Open Reaction Database (ORD), a public repository of structured organic reaction records. describe an organic reaction: reactants, conditions, products, and yield Starting materials: C1COCCO1, Cc1cc(N)c2c(C)cn(-c3c(C)cc(Cl)cc3C)c2n1, O=N[O-], [Na+], [Na+], O=C([O-])O, O, O=S(=O)(O)O. Product: Cc1cc(O)c2c(C)cn(-c3c(C)cc(Cl)cc3C)c2n1. As a reaction SMILES: [CH2:36]1[O:37][CH2:38][CH2:39][O:40][CH2:41]1.[Cl:1][c:2]1[cH:3][c:4]([CH3:21])[c:5](-[n:9]2[cH:10][c:11]([CH3:20])[c:12]3[c:13]2[n:14][c:15]([CH3:19])[cH:16][c:17]3[NH2:18])[c:6]([CH3:8])[cH:7]1.[N:27]([O-:28])=[O:29].[Na+:30].[Na+:35].[O-:31][C:32]([OH:33])=[O:34].[OH2:42].[S:22]([OH:23])(=[O:24])(=[O:25])[OH:26]>>[Cl:1][c:2]1[cH:3][c:4]([CH3:21])[c:5](-[n:9]2[cH:10][c:11]([CH3:20])[c:12]3[c:13]2[n:14][c:15]([CH3:19])[cH:16][c:17]3[OH:23])[c:6]([CH3:8])[cH:7]1. The reactants are acid chloride, FC=1C=C(C=CC1)C1=C(N(C(C2=CC=C(C=C12)OC)=O)C)C(=O)O (4-(3-fluorophenyl)-6-methoxy-2-methyl-1-oxo-1,2-dihydroisoquinoline-3-carboxylic acid), CNC (dimethylamine). Reagents/catalysts: CN(C)C=1C=CN=CC1 (DMAP). Run in ClC(C)Cl (dichloroethane). Reaction conditions: time 30 minute. Yields the product FC=1C=C(C=CC1)C1=C(N(C(C2=CC=C(C=C12)OC)=O)C)C(=O)N(C)C (4-(3-fluorophenyl)-6-methoxy-N,N,2-trimethyl-1-oxo-1,2-dihydroisoquinoline-3-carboxamide). As a reaction SMILES: [F:1][C:2]1[CH:3]=[C:4]([C:8]2[C:17]3[C:12](=[CH:13][CH:14]=[C:15]([O:18][CH3:19])[CH:16]=3)[C:11](=[O:20])[N:10]([CH3:21])[C:9]=2[C:22]([OH:24])=O)[CH:5]=[CH:6][CH:7]=1.[CH3:25][NH:26][CH3:27]>ClC(Cl)C.CN(C1C=CN=CC=1)C>[F:1][C:2]1[CH:3]=[C:4]([C:8]2[C:17]3[C:12](=[CH:13][CH:14]=[C:15]([O:18][CH3:19])[CH:16]=3)[C:11](=[O:20])[N:10]([CH3:21])[C:9]=2[C:22]([N:26]([CH3:27])[CH3:25])=[O:24])[CH:5]=[CH:6][CH:7]=1. Procedure details: The acid chloride of 11 (80 mg, 0.mmol mmol) was added to a solution of excess dimethylamine in dichloroethane containing a catalytic amount of DMAP at room temperature. After stirring for 30 min the reaction mixture was washed with 1M HCl then brine. Drying (Na2SO4) and concentration gave the amide 12.